This data is from the Open Reaction Database (ORD), a public repository of structured organic reaction records. The task is: describe an organic reaction: reactants, conditions, products, and yield Reactants: N#CC=C1c2ccc(CBr)cc2COc2ccccc21, CCCc1nc2cccc(C)c2[nH]1. Product: CCCc1nc2c(C)cccc2n1Cc1ccc2c(c1)COc1ccccc1C2=CC#N. As a reaction SMILES: [Br:1][CH2:2][c:3]1[cH:4][c:5]2[c:6]([cH:19][cH:20]1)[C:7](=[CH:16][C:17]#[N:18])[c:8]1[c:9]([cH:12][cH:13][cH:14][cH:15]1)[O:10][CH2:11]2.[CH3:21][c:22]1[cH:23][cH:24][cH:25][c:26]2[n:27][c:28]([CH2:31][CH2:32][CH3:33])[nH:29][c:30]12>>[CH2:2]([c:3]1[cH:4][c:5]2[c:6]([cH:19][cH:20]1)[C:7](=[CH:16][C:17]#[N:18])[c:8]1[c:9]([cH:12][cH:13][cH:14][cH:15]1)[O:10][CH2:11]2)[n:27]1[c:26]2[cH:25][cH:24][cH:23][c:22]([CH3:21])[c:30]2[n:29][c:28]1[CH2:31][CH2:32][CH3:33]. The reactants are O=C=NC(=O)C(Cl)(Cl)Cl, ClCCl, O=C(OO)c1cccc(Cl)c1, CCCc1nc2cnc3cc(OCc4ccoc4)ccc3c2s1. Yields the product CCCc1nc2c(N)nc3cc(OCc4ccoc4)ccc3c2s1. RXN SMILES: [Cl:35][C:36]([Cl:37])([Cl:38])[C:40]([N:39]=[C:41]=[O:42])=[O:43].[Cl:44][CH2:45][Cl:46].[OH:24][O:25][C:26]([c:27]1[cH:28][c:29]([Cl:30])[cH:31][cH:32][cH:33]1)=[O:34].[o:1]1[cH:2][c:3]([CH2:6][O:7][c:8]2[cH:9][cH:10][c:11]3[c:12]4[c:13]([cH:14][n:15][c:16]3[cH:17]2)[n:18][c:19]([CH2:21][CH2:22][CH3:23])[s:20]4)[cH:4][cH:5]1>>[o:1]1[cH:2][c:3]([CH2:6][O:7][c:8]2[cH:9][cH:10][c:11]3[c:12]4[c:13]([c:14]([NH2:39])[n:15][c:16]3[cH:17]2)[n:18][c:19]([CH2:21][CH2:22][CH3:23])[s:20]4)[cH:4][cH:5]1. Reactants: Cl (hydrochloric acid), ClC1=C(C=CC(=C1)[N+](=O)[O-])/C=C/N(C)C ([(E)-2-(2-chloro-4-nitrophenyl)vinyl]dimethylamine), C(C)O (ethanol). Yields the product ClC1=C(C=CC(=C1)[N+](=O)[O-])CC=O ((2-chloro-4-nitrophenyl)acetaldehyde). As a reaction SMILES: Cl.[Cl:2][C:3]1[CH:8]=[C:7]([N+:9]([O-:11])=[O:10])[CH:6]=[CH:5][C:4]=1/[CH:12]=[CH:13]/N(C)C.C([OH:19])C>>[Cl:2][C:3]1[CH:8]=[C:7]([N+:9]([O-:11])=[O:10])[CH:6]=[CH:5][C:4]=1[CH2:12][CH:13]=[O:19]. Procedure: 50 mL of 1N hydrochloric acid is added dropwise to a solution of 10 g (30.88 mmol) of [(E)-2-(2-chloro-4-nitrophenyl)vinyl]dimethylamine in 200 mL of ethanol and the reaction mixture is then refluxed for 1 hour. Then the reaction mixture is evaporated down, diluted with water, and twice extracted with ethyl acetate. The combined organic phases are dried over sodium sulfate. The purification is carried out by column chromatography on silica gel (eluant: petroleum ether/ethyl acetate (3:1)). Yield...